Dataset: the Open Reaction Database (ORD), a public repository of structured organic reaction records. Task: describe an organic reaction: reactants, conditions, products, and yield Starting materials: C(C)(C)(C)OC(=O)N1[C@@H](CC(C1)=NOC)C(=O)O ((2S,4EZ)-1-(tert-butoxycarbonyl)-4-(methoxyimino)-2-pyrrolidinecarboxylic acid), CC1=C(C=CC=C1)C1=CC=C(C=C1)C(=O)O (2′-methyl[1,1′-biphenyl]-4-carboxylic acid), N[C@@H]1[C@@H]([C@H]2C=C[C@@H]1C2)C(=O)N ((1R,2R,3S,4S)-3-aminobicyclo[2.2.1]hept-5-ene-2-carboxamide). The product is NC(=O)[C@H]1[C@H]([C@@H]2C=C[C@H]1C2)NC(=O)[C@H]2N(CC(C2)=NOC)C(=O)C2=CC=C(C=C2)C2=C(C=CC=C2)C ((2S,4EZ)-N-[(1S,2S,3R,4R)-3-(aminocarbonyl)bicyclo[2.2.1]hept-5-en-2-yl]-4-(methoxyimino)-1-[(2′-methyl[1,1′-biphenyl]-4-yl)carbonyl]-2-pyrrolidinecarboxamide). As a reaction SMILES: C(O[C:6]([N:8]1[CH2:12][C:11](=[N:13][O:14][CH3:15])[CH2:10][C@H:9]1[C:16]([OH:18])=O)=[O:7])(C)(C)C.[CH3:19][C:20]1[CH:25]=[CH:24][CH:23]=[CH:22][C:21]=1[C:26]1[CH:31]=[CH:30][C:29](C(O)=O)=[CH:28][CH:27]=1.[NH2:35][C@H:36]1[C@H:41]2[CH2:42][C@H:38]([CH:39]=[CH:40]2)[C@H:37]1[C:43]([NH2:45])=[O:44]>>[NH2:45][C:43]([C@@H:37]1[C@@H:38]2[CH2:42][C@@H:41]([CH:40]=[CH:39]2)[C@@H:36]1[NH:35][C:16]([C@@H:9]1[CH2:10][C:11](=[N:13][O:14][CH3:15])[CH2:12][N:8]1[C:6]([C:29]1[CH:28]=[CH:27][C:26]([C:21]2[CH:22]=[CH:23][CH:24]=[CH:25][C:20]=2[CH3:19])=[CH:31][CH:30]=1)=[O:7])=[O:18])=[O:44]. Procedure details: Following the general method as outlined in Example 22, starting from (2S,4EZ)-1-(tert-butoxycarbonyl)-4-(methoxyimino)-2-pyrrolidinecarboxylic acid, 2′-methyl[1,1′-biphenyl]-4-carboxylic acid, and (1R,2R,3S,4S)-3-aminobicyclo[2.2.1]hept-5-ene-2-carboxamide, the title compound was obtained in 55% purity by HPLC. MS(ESI+): m/z=487.